This data is from the Open Reaction Database (ORD), a public repository of structured organic reaction records. The task is: describe an organic reaction: reactants, conditions, products, and yield Starting materials: [Br-], CC(C)(C)[O-], C[P+](c1ccccc1)(c1ccccc1)c1ccccc1, [Cl-], [K+], [NH4+], C1CCOC1, CC(C)Oc1ccc(C=O)cc1OCCN1C(=O)c2ccccc2C1=O. Product: C=Cc1ccc(OC(C)C)c(OCCN2C(=O)c3ccccc3C2=O)c1. As a reaction SMILES: [Br-:35].[CH3:1][C:2]([CH3:3])([O-:4])[CH3:5].[CH3:36][P+:37]([c:38]1[cH:39][cH:40][cH:41][cH:42][cH:43]1)([c:44]1[cH:45][cH:46][cH:47][cH:48][cH:49]1)[c:50]1[cH:51][cH:52][cH:53][cH:54][cH:55]1.[Cl-:33].[K+:6].[NH4+:34].[O:56]1[CH2:57][CH2:58][CH2:59][CH2:60]1.[O:7]=[C:8]1[N:9]([CH2:18][CH2:19][O:20][c:21]2[cH:22][c:23]([CH:24]=[O:25])[cH:26][cH:27][c:28]2[O:29][CH:30]([CH3:31])[CH3:32])[C:10](=[O:17])[c:11]2[cH:12][cH:13][cH:14][cH:15][c:16]21>>[CH2:1]=[CH:24][c:23]1[cH:22][c:21]([O:20][CH2:19][CH2:18][N:9]2[C:8](=[O:7])[c:16]3[c:11]([cH:12][cH:13][cH:14][cH:15]3)[C:10]2=[O:17])[c:28]([O:29][CH:30]([CH3:31])[CH3:32])[cH:27][cH:26]1. Reactants: [OH-].[Na+] (sodium hydroxide), NC1=NC2=C(N1C=1C=C(C=CC1)B1OCCCO1)C=CC=C2 (2-(3-(2-amino-1-benzimidazolyl)phenyl)-1,3,2-dioxaborinane), BrC=1C(=NN(C1C)C)C (4-bromo-1,3,5-trimethylpyrazole), C(O)([O-])=O.[Na+] (sodium hydrogen carbonate). Reagents/catalysts: [Pd].C1(=CC=CC=C1)P(C1=CC=CC=C1)C1=CC=CC=C1.C1(=CC=CC=C1)P(C1=CC=CC=C1)C1=CC=CC=C1.C1(=CC=CC=C1)P(C1=CC=CC=C1)C1=CC=CC=C1.C1(=CC=CC=C1)P(C1=CC=CC=C1)C1=CC=CC=C1 (tetrakis(triphenylphosphine)-palladium(0)). Run in COCCOC (1,2-dimethoxyethane), O (water). Product: NC1=NC2=C(N1C1=CC(=CC=C1)C=1C(=NN(C1C)C)C)C=CC=C2 (2-Amino-1-[3-(1,3,5-trimethylpyrazol-4-yl)phenyl]benzimidazole). Reaction SMILES: [NH2:1][C:2]1[N:6]([C:7]2[CH:8]=[C:9](B3OCCCO3)[CH:10]=[CH:11][CH:12]=2)[C:5]2[CH:19]=[CH:20][CH:21]=[CH:22][C:4]=2[N:3]=1.Br[C:24]1[C:25]([CH3:31])=[N:26][N:27]([CH3:30])[C:28]=1[CH3:29].C(=O)([O-])O.[Na+].[OH-].[Na+]>[Pd].C1(P(C2C=CC=CC=2)C2C=CC=CC=2)C=CC=CC=1.C1(P(C2C=CC=CC=2)C2C=CC=CC=2)C=CC=CC=1.C1(P(C2C=CC=CC=2)C2C=CC=CC=2)C=CC=CC=1.C1(P(C2C=CC=CC=2)C2C=CC=CC=2)C=CC=CC=1.COCCOC.O>[NH2:1][C:2]1[N:6]([C:7]2[CH:12]=[CH:11][CH:10]=[C:9]([C:24]3[C:25]([CH3:31])=[N:26][N:27]([CH3:30])[C:28]=3[CH3:29])[CH:8]=2)[C:5]2[CH:19]=[CH:20][CH:21]=[CH:22][C:4]=2[N:3]=1 |f:2.3,4.5,6.7.8.9.10|. Reported procedure: A mixture of 2-(3-(2-amino-1-benzimidazolyl)phenyl)-1,3,2-dioxaborinane (2.0 g, 6.82 mmol), 4-bromo-1,3,5-trimethylpyrazole (1.29 g, 6.82 mmol), tetrakis(triphenylphosphine)-palladium(0) (0.24 g, 0.20 mmol), sodium hydrogen carbonate (2.29 g, 27.3 mmol), water (27 ml) and 1,2-dimethoxyethane (54 ml) was stirred at reflux overnight. Aqueous sodium hydroxide (50 ml) was added and the mixture was extracted twice with ethyl acetate (50 ml). The crude extract was purified by chromatography using sili...